Dataset: the Open Reaction Database (ORD), a public repository of structured organic reaction records. Task: describe an organic reaction: reactants, conditions, products, and yield Starting materials: [H-].[Na+] (sodium hydride), FC(C(C(F)(F)F)(O)C1=CC(=CC(=C1)C(C(F)(F)F)(O)C(F)(F)F)C(C(F)(F)F)(O)C(F)(F)F)(F)F (1,3,5-tris-(2,2,2-trifluoro-1-hydroxy-1-trifluoromethylethyl)-benzene), [H-] (hydride), C(C)(C)C1=CC=C(C=C1)S(=O)(=O)Cl (4-isopropylbenzenesulfonyl chloride). The solvent is CN(C)C=O (DMF), C(C)(=O)OCC (ethyl acetate). Conditions: temperature 5 celsius, time 20 hour. The product is FC(C(C(F)(F)F)(OS(=O)(=O)C1=CC=C(C=C1)C(C)C)C1=CC(=CC(=C1)C(C(F)(F)F)(OS(=O)(=O)C1=CC=C(C=C1)C(C)C)C(F)(F)F)C(C(F)(F)F)(OS(=O)(=O)C1=CC=C(C=C1)C(C)C)C(F)(F)F)(F)F (1,3,5-tris-[2,2,2-trifluoro-1-(4-isopropylbenzenesulfonyloxy)-1-trifluoromethylethyl]-benzene). Yield: 76.8%. As a reaction SMILES: [F:1][C:2]([F:36])([F:35])[C:3]([C:9]1[CH:14]=[C:13]([C:15]([C:21]([F:24])([F:23])[F:22])([OH:20])[C:16]([F:19])([F:18])[F:17])[CH:12]=[C:11]([C:25]([C:31]([F:34])([F:33])[F:32])([OH:30])[C:26]([F:29])([F:28])[F:27])[CH:10]=1)([OH:8])[C:4]([F:7])([F:6])[F:5].[H-].[Na+].[H-].[CH:40]([C:43]1[CH:48]=[CH:47][C:46]([S:49](Cl)(=[O:51])=[O:50])=[CH:45][CH:44]=1)([CH3:42])[CH3:41]>CN(C=O)C.C(OCC)(=O)C>[F:1][C:2]([F:35])([F:36])[C:3]([C:9]1[CH:14]=[C:13]([C:15]([C:16]([F:18])([F:17])[F:19])([O:20][S:49]([C:46]2[CH:47]=[CH:48][C:43]([CH:40]([CH3:42])[CH3:41])=[CH:44][CH:45]=2)(=[O:51])=[O:50])[C:21]([F:22])([F:23])[F:24])[CH:12]=[C:11]([C:25]([C:31]([F:32])([F:33])[F:34])([O:30][S:49]([C:46]2[CH:47]=[CH:48][C:43]([CH:40]([CH3:42])[CH3:41])=[CH:44][CH:45]=2)(=[O:51])=[O:50])[C:26]([F:29])([F:28])[F:27])[CH:10]=1)([O:8][S:49]([C:46]1[CH:47]=[CH:48][C:43]([CH:40]([CH3:42])[CH3:41])=[CH:44][CH:45]=1)(=[O:51])=[O:50])[C:4]([F:7])([F:6])[F:5] |f:1.2|. Procedure details: 4.5 g (7.88 mmol) of 1,3,5-tris-(2,2,2-trifluoro-1-hydroxy-1-trifluoromethylethyl)-benzene were dissolved in 40 ml of dry DMF, and 0.95 g (31.5 mmol) of sodium hydride was added while flushing with nitrogen. After dissolution of the hydride, 6.56 g (30 mmol) of 4-isopropylbenzenesulfonyl chloride were added at 0 to 5° C. Slight evolution of heat was observed. The mixture was stirred for 20 hours at 5° C., ethyl acetate was added and the mixture was washed with water, dried, filtered and evaporat... Starting materials: S(O)(O)(=O)=O (sulphuric acid), solution, [H-].C(C(C)C)[Al+]CC(C)C (diisobutylaluminium hydride), C(CC)[C@@H]1CC[C@H](CC1)CC[C@@H]1CC[C@H](CC1)C#N (trans-4-[2-(trans-4-propylcyclohexyl)ethyl]cyclohexanecarbonitrile). Solvent: C1(=CC=CC=C1)C (toluene), C1(=CC=CC=C1)C (toluene). Conditions: temperature 0 celsius, time 3 hour. Yields the product C(CC)[C@@H]1CC[C@H](CC1)CC[C@@H]1CC[C@H](CC1)C=O (trans-4-[2-(trans-4-propylcyclohexyl)ethyl]cyclohexanecarboxaldehyde). RXN SMILES: [H-].C([Al+]CC(C)C)C(C)C.[CH2:11]([C@H:14]1[CH2:19][CH2:18][C@H:17]([CH2:20][CH2:21][C@H:22]2[CH2:27][CH2:26][C@H:25]([C:28]#N)[CH2:24][CH2:23]2)[CH2:16][CH2:15]1)[CH2:12][CH3:13].S(=O)(=O)(O)[OH:31]>C1(C)C=CC=CC=1>[CH2:11]([C@H:14]1[CH2:19][CH2:18][C@H:17]([CH2:20][CH2:21][C@H:22]2[CH2:27][CH2:26][C@H:25]([CH:28]=[O:31])[CH2:24][CH2:23]2)[CH2:16][CH2:15]1)[CH2:12][CH3:13] |f:0.1|. Reported procedure: 24 ml of a 1.2M solution of diisobutylaluminium hydride in toluene were added dropwise over a period of 30 minutes at 0° C. and under an inert gas atmosphere to a solution of 5.5 g of trans-4-[2-(trans-4-propylcyclohexyl)ethyl]cyclohexanecarbonitrile in 500 ml of toluene. The mixture was stirred at 0° C. for another hour and then at room temperature for 3 hours. The mixture was subsequently poured into 500 ml of 0.5N sulphuric acid and extracted three times with 200 ml of diethyl ether each time... Reactants: N1C(=NC2=C1C=CC=C2)N (1H-benzoimidazol-2-amine), CN(/C=C/C(=O)C1=CC(=CC=C1)[N+](=O)[O-])C ((E)-3-(dimethylamino)-1-(3-nitrophenyl)prop-2-en-1-one). The solvent is CC(=O)O (AcOH). Run at temperature 120 celsius, time 24 hour. Product: [N+](=O)([O-])C=1C=C(C=CC1)C1=NC=2N(C=C1)C1=C(N2)C=CC=C1 (2-(3-nitrophenyl)benzo[4,5]imidazo[1,2-a]pyrimidine), DHK-7-16. Isolated yield 39.0%. Reaction SMILES: [NH:1]1[C:5]2[CH:6]=[CH:7][CH:8]=[CH:9][C:4]=2[N:3]=[C:2]1[NH2:10].CN(C)/[CH:13]=[CH:14]/[C:15]([C:17]1[CH:22]=[CH:21][CH:20]=[C:19]([N+:23]([O-:25])=[O:24])[CH:18]=1)=O>CC(O)=O>[N+:23]([C:19]1[CH:18]=[C:17]([C:15]2[CH:14]=[CH:13][N:1]3[C:5]4[CH:6]=[CH:7][CH:8]=[CH:9][C:4]=4[N:3]=[C:2]3[N:10]=2)[CH:22]=[CH:21][CH:20]=1)([O-:25])=[O:24]. Reported procedure: To a round bottomed flask equipped with a magnetic stir bar, containing AcOH (20 mL) was placed 1H-benzoimidazol-2-amine (1 g, 7.5 mmol, 1.0 equiv). To this solution was added (E)-3-(dimethylamino)-1-(3-nitrophenyl)prop-2-en-1-one (1.7 g, 7.5 mmol, 1 equiv) and the reaction was allowed to stir at 120° C. for 24 h. After the reaction was complete by LCMS, the solvent was completely evaporated and the reaction mixture was neutralized with NaHCO3 solution. Yellow solid was filtered and washed with ...